This data is from the Open Reaction Database (ORD), a public repository of structured organic reaction records. The task is: describe an organic reaction: reactants, conditions, products, and yield Reactants: C(C)(=O)OCC (ethyl acetate), O[C@H](C)[C@@H]1[C@@H]2N(C(=C([C@@H]2C)OP(=O)(C2=CC=CC=C2)C2=CC=CC=C2)C(=O)OCC2=CC=C(C=C2)[N+](=O)[O-])C1=O (4-nitrobenzyl (1R,5R,6S)-6-[(1R)-1-hydroxyethyl]-1-methyl-2-(diphenylphosphoryloxy)-1-carbapen-2-em-3-carboxylate), S[C@H]1C[C@H](N(C1)C)C(=O)N1C[C@H](CC1)CN(C(=O)OCC1=CC=C(C=C1)[N+](=O)[O-])C ((2S,4S)-4-mercapto-1-methyl-2-[(3S)-3-(N-methyl-N-4-nitrobenzyloxycarbonylaminomethyl)pyrrolidin-1-ylcarbonyl]pyrrolidine). Solvent: C(C)#N (acetonitrile), C(C)(C)N(C(C)C)CC (N,N-diisopropylethylamine), C(C)#N (acetonitrile). Yields the product O[C@H](C)[C@@H]1[C@@H]2N(C(=C([C@@H]2C)S[C@H]2C[C@H](N(C2)C)C(=O)N2C[C@H](CC2)CN(C(=O)OCC2=CC=C(C=C2)[N+](=O)[O-])C)C(=O)OCC2=CC=C(C=C2)[N+](=O)[O-])C1=O (4-nitrobenzyl (1R,5S,6S)-6-[(1R)-1-hydroxyethyl]-1-methyl-2-[(2S,4S)-1-methyl-2-[(3S)-3-(N-methyl-N-4-nitrobenzyloxycarbonylaminomethyl)pyrrolidin-1-ylcarbonyl]pyrrolidin-4-ylthio]-1-carbapen-2-em-3-carboxylate). Isolated yield 47.6%. RXN SMILES: [OH:1][C@@H:2]([C@H:4]1[C:39](=[O:40])[N:6]2[C:7]([C:26]([O:28][CH2:29][C:30]3[CH:35]=[CH:34][C:33]([N+:36]([O-:38])=[O:37])=[CH:32][CH:31]=3)=[O:27])=[C:8](OP(C3C=CC=CC=3)(C3C=CC=CC=3)=O)[C@H:9]([CH3:10])[C@H:5]12)[CH3:3].[SH:41][C@@H:42]1[CH2:46][N:45]([CH3:47])[C@H:44]([C:48]([N:50]2[CH2:54][CH2:53][C@H:52]([CH2:55][N:56]([CH3:70])[C:57]([O:59][CH2:60][C:61]3[CH:66]=[CH:65][C:64]([N+:67]([O-:69])=[O:68])=[CH:63][CH:62]=3)=[O:58])[CH2:51]2)=[O:49])[CH2:43]1.C(OCC)(=O)C>C(#N)C.C(N(CC)C(C)C)(C)C>[OH:1][C@@H:2]([C@H:4]1[C:39](=[O:40])[N:6]2[C:7]([C:26]([O:28][CH2:29][C:30]3[CH:31]=[CH:32][C:33]([N+:36]([O-:38])=[O:37])=[CH:34][CH:35]=3)=[O:27])=[C:8]([S:41][C@@H:42]3[CH2:46][N:45]([CH3:47])[C@H:44]([C:48]([N:50]4[CH2:54][CH2:53][C@H:52]([CH2:55][N:56]([CH3:70])[C:57]([O:59][CH2:60][C:61]5[CH:66]=[CH:65][C:64]([N+:67]([O-:69])=[O:68])=[CH:63][CH:62]=5)=[O:58])[CH2:51]4)=[O:49])[CH2:43]3)[C@H:9]([CH3:10])[C@H:5]12)[CH3:3]. Reported procedure: To a solution of 4-nitrobenzyl (1R,5R,6S)-6-[(1R)-1-hydroxyethyl]-1-methyl-2-(diphenylphosphoryloxy)-1-carbapen-2-em-3-carboxylate (0.72 g) in anhydrous acetonitrile (5 ml), N,N-diisopropylethylamine (0.21 ml) and a solution of (2S,4S)-4-mercapto-1-methyl-2-[(3S)-3-(N-methyl-N-4-nitrobenzyloxycarbonylaminomethyl)pyrrolidin-1-ylcarbonyl]pyrrolidine (0.54 g) in anhydrous acetonitrile (5 ml) were added while stirring in an ice bath. The resulting mixture was allowed to react overnight at 0° C. To t... Starting materials: BrC=1C=CC(=C(C(=O)C2=CC=CC=C2)C1)N1C(=NN=C1)CN1C(C=2C(C1=O)=CC=CC2)=O (5-Bromo-2-[3-(phthalimidomethyl)-4H-1,2,4-triazol-4-yl]-benzophenone), ClN1C(CCC1=O)=O (N-chlorosuccinimide). Solvent: C1=CC=CC=C1 (benzene). The product is BrC=1C=CC(=C(C(=O)C2=CC=CC=C2)C1)N1C(=NN=C1CN1C(C=2C(C1=O)=CC=CC2)=O)Cl (5-bromo-2-[3-chloro-5-(phthalimidomethyl)-4H-1,2,4-triazol-4-yl]benzophenone). As a reaction SMILES: [Br:1][C:2]1[CH:3]=[CH:4][C:5]([N:16]2[CH:20]=[N:19][N:18]=[C:17]2[CH2:21][N:22]2[C:26](=[O:27])[C:25]3=[CH:28][CH:29]=[CH:30][CH:31]=[C:24]3[C:23]2=[O:32])=[C:6]([CH:15]=1)[C:7]([C:9]1[CH:14]=[CH:13][CH:12]=[CH:11][CH:10]=1)=[O:8].[Cl:33]N1C(=O)CCC1=O>C1C=CC=CC=1>[Br:1][C:2]1[CH:3]=[CH:4][C:5]([N:16]2[C:17]([CH2:21][N:22]3[C:26](=[O:27])[C:25]4=[CH:28][CH:29]=[CH:30][CH:31]=[C:24]4[C:23]3=[O:32])=[N:18][N:19]=[C:20]2[Cl:33])=[C:6]([CH:15]=1)[C:7]([C:9]1[CH:14]=[CH:13][CH:12]=[CH:11][CH:10]=1)=[O:8]. Procedure: 5-Bromo-2-[3-(phthalimidomethyl)-4H-1,2,4-triazol-4-yl]-benzophenone (0.01 mole) and N-chlorosuccinimide (0.013 mole) in benzene is stirred and refluxed under a nitrogen atmosphere for 7 hours to give 5-bromo-2-[3-chloro-5-(phthalimidomethyl)-4H-1,2,4-triazol-4-yl]benzophenone. Reactants: C1(CCC1)[Mg]Br (cyclobutylmagnesium bromide), C(#N)C=1SC(=C2C1CC(CC2=O)(C)C)SC (1-cyano-6,6-dimethyl-3-methylthio-4,5,6,7-tetrahydrobenzo[c]thiophen-4-one). Yields the product C(#N)C=1SC(=C2C1CC(CC2=O)(C)C)C2CCC2 (1-Cyano-3-cyclobutyl-6,6-dimethyl-4,5,6,7-tetrahydrobenzo[c]thiophen-4-one). Isolated yield 18.0%. RXN SMILES: [CH:1]1([Mg]Br)[CH2:4][CH2:3][CH2:2]1.[C:7]([C:9]1[S:10][C:11](SC)=[C:12]2[C:17](=[O:18])[CH2:16][C:15]([CH3:20])([CH3:19])[CH2:14][C:13]=12)#[N:8]>>[C:7]([C:9]1[S:10][C:11]([CH:1]2[CH2:4][CH2:3][CH2:2]2)=[C:12]2[C:17](=[O:18])[CH2:16][C:15]([CH3:20])([CH3:19])[CH2:14][C:13]=12)#[N:8]. Procedure details: In the same way as described in Example 6, Step 1, using cyclobutylmagnesium bromide and 1-cyano-6,6-dimethyl-3-methylthio-4,5,6,7-tetrahydrobenzo[c]thiophen-4-one, the title compound (0.37 g, 18%) was isolated as a pale yellow solid. mp 65-68° C. 1HNMR (360 MHz, CDCl3) δ 1.06 (6H, s), 1.90-1.98 (1H, m), 2.00-2.12 (3H, m), 2.40 (2H, s), 2.50-2.62 (2H, m), 2.83 (2H, s), 4.45-4.56 (1H, m).